This data is from the Open Reaction Database (ORD), a public repository of structured organic reaction records. The task is: describe an organic reaction: reactants, conditions, products, and yield Starting materials: ClN1NC(=CC(=N1)OC)OC (2-chloro-4,6-dimethoxytriazine), Cl (hydrochloric acid), CC(C)(C)[O-].[K+] (potassium tert-butylate), ClC1=C(C(=O)O)C(=CC=C1)O (2-chloro-6-hydroxybenzoic acid). Run in CN(C=O)C (dimethylformamide), O (water). Run at temperature 25 celsius, time 12 hour. Product: ClC1=C(C(=O)O)C(=CC=C1)ON1NC(=CC(=N1)OC)OC (2-chloro-6-(4,6-dimethoxytriazin-2-yloxy)-benzoic acid). As a reaction SMILES: CC([O-])(C)C.[K+].[Cl:7][C:8]1[CH:16]=[CH:15][CH:14]=[C:13]([OH:17])[C:9]=1[C:10]([OH:12])=[O:11].Cl[N:19]1[N:24]=[C:23]([O:25][CH3:26])[CH:22]=[C:21]([O:27][CH3:28])[NH:20]1.Cl>CN(C)C=O.O>[Cl:7][C:8]1[CH:16]=[CH:15][CH:14]=[C:13]([O:17][N:19]2[N:20]=[C:21]([O:27][CH3:28])[CH:22]=[C:23]([O:25][CH3:26])[NH:24]2)[C:9]=1[C:10]([OH:12])=[O:11] |f:0.1|. Procedure details: At 25° C., 20.2 g of potassium tert-butylate is added in portions to 15.5 g of 2-chloro-6-hydroxybenzoic acid in 50 ml of dimethylformamide. Subsequently, 15.7 g of 2-chloro-4,6-dimethoxytriazine is added. The mixture is stirred for 12 hours at 25° C. and poured into cold water, and the resulting mixture is acidified with hydrochloric acid. Extraction is then carried out with ethyl acetate, and the extract is dried over sodium sulfate and the solvent is removed under reduced pressure. The residu... Starting materials: CCOC(=O)C=C1CC(C)(C)CC(=O)O1, COC(=O)c1ccccc1-c1ccc(CN)cc1, Cc1ccccc1. Product: CCOC(=O)C=C1CC(C)(C)CC(=O)N1Cc1ccc(-c2ccccc2C(=O)OC)cc1. Reaction SMILES: [C:19](=[O:20])([O:21][CH2:22][CH3:23])[CH:24]=[C:25]1[CH2:26][C:27]([CH3:32])([CH3:33])[CH2:28][C:29](=[O:30])[O:31]1.[C:1](=[O:2])([O:3][CH3:4])[c:5]1[c:6](-[c:11]2[cH:12][cH:13][c:14]([CH2:15][NH2:16])[cH:17][cH:18]2)[cH:7][cH:8][cH:9][cH:10]1.[CH3:34][c:35]1[cH:36][cH:37][cH:38][cH:39][cH:40]1>>[C:1](=[O:2])([O:3][CH3:4])[c:5]1[c:6](-[c:11]2[cH:12][cH:13][c:14]([CH2:15][N:16]3[C:25](=[CH:24][C:19](=[O:20])[O:21][CH2:22][CH3:23])[CH2:26][C:27]([CH3:32])([CH3:33])[CH2:28][C:29]3=[O:30])[cH:17][cH:18]2)[cH:7][cH:8][cH:9][cH:10]1.